This data is from the Open Reaction Database (ORD), a public repository of structured organic reaction records. The task is: describe an organic reaction: reactants, conditions, products, and yield The reactants are BrC=1C=CC=C2C=CC=NC12 (8-bromoquinoline), IN1C(CCC1=O)=O (N-iodosuccinimide). Solvent: C(C)(=O)O (acetic acid). Conditions: temperature 70 celsius, time 18 hour. Product: BrC=1C=CC=C2C=C(C=NC12)I (8-Bromo-3-iodoquinoline). Reaction SMILES: [Br:1][C:2]1[CH:3]=[CH:4][CH:5]=[C:6]2[C:11]=1[N:10]=[CH:9][CH:8]=[CH:7]2.[I:12]N1C(=O)CCC1=O>C(O)(=O)C>[Br:1][C:2]1[CH:3]=[CH:4][CH:5]=[C:6]2[C:11]=1[N:10]=[CH:9][C:8]([I:12])=[CH:7]2. Procedure details: To a solution of 8-bromoquinoline (commercially available, 1.0 g) in glacial acetic acid (6 mL) was added portionwise, N-iodosuccinimide (1.08 g). The resulting mixture was stirred at 70° C. for 18 hours. The reaction was cooled to room temperature and concentrated on a rotary evaporator. The residue was taken up in CH2Cl2 and washed with saturated aqueous NaHCO3 and brine. The organic layer was dried over anhydrous Na2SO4, filtered and concentrated on a rotary evaporator. The crude product was ... Starting materials: Br.CC1(C=2C=CC(=CC2C(CC1)(C)C)C=1N=C(SC1)C1CNCCC1)C (3-[4-(5,5,8,8-tetramethyl-5,6,7,8-tetrahydronaphthalen-2-yl)thiazol-2-yl]piperidine hydrobromide), C(C)(=O)OCCCCCCl (5-chloropentyl acetate), [OH-].[Na+] (NaOH). The solvent is CO (methanol). Yields the product CC1(C=2C=CC(=CC2C(CC1)(C)C)C=1N=C(SC1)C1CN(CCC1)CCCCCO)C (5-{3-[4-(5,5,8,8-Tetramethyl-5,6,7,8-tetrahydronaphthalen-2-yl)thiazol-2-yl]piperidin-1-yl}pentan-1-ol). RXN SMILES: Br.[CH3:2][C:3]1([CH3:26])[CH2:12][CH2:11][C:10]([CH3:14])([CH3:13])[C:9]2[CH:8]=[C:7]([C:15]3[N:16]=[C:17]([CH:20]4[CH2:25][CH2:24][CH2:23][NH:22][CH2:21]4)[S:18][CH:19]=3)[CH:6]=[CH:5][C:4]1=2.C([O:30][CH2:31][CH2:32][CH2:33][CH2:34][CH2:35]Cl)(=O)C.[OH-].[Na+]>CO>[CH3:2][C:3]1([CH3:26])[CH2:12][CH2:11][C:10]([CH3:13])([CH3:14])[C:9]2[CH:8]=[C:7]([C:15]3[N:16]=[C:17]([CH:20]4[CH2:25][CH2:24][CH2:23][N:22]([CH2:35][CH2:34][CH2:33][CH2:32][CH2:31][OH:30])[CH2:21]4)[S:18][CH:19]=3)[CH:6]=[CH:5][C:4]1=2 |f:0.1,3.4|. Procedure: The preparation is carried out starting from 3-[4-(5,5,8,8-tetramethyl-5,6,7,8-tetrahydronaphthalen-2-yl)thiazol-2-yl]piperidine hydrobromide and 5-chloropentyl acetate. The protecting group is cleaved off by means of a 1N NaOH solution in methanol. The product was purified by means of preparative HPLC and converted into the hydrochloride by treatment with methanolic HCl. Reactants: C(CC)C=1N(C2=C(C=NC=3C=CC=CC23)N1)N (2-propyl-1H-imidazo[4,5-c]quinolin-1-amine), COC(C)(C)OC (2,2-dimethoxypropane). Run in C(C)#N (acetonitrile), C(C)(=O)O (acetic acid), C(Cl)(Cl)Cl (CHCl3). Conditions: temperature 100 celsius, time 6 day. The product is C(C)(C)=NN1C(=NC=2C=NC=3C=CC=CC3C21)CCC (N-isopropylidene-(2-propyl-1H-imidazo[4,5-c]quinolin-1-yl)amine). Yield: 78.8%. As a reaction SMILES: [CH2:1]([C:4]1[N:5]([NH2:17])[C:6]2[C:15]3[CH:14]=[CH:13][CH:12]=[CH:11][C:10]=3[N:9]=[CH:8][C:7]=2[N:16]=1)[CH2:2][CH3:3].CO[C:20](OC)([CH3:22])[CH3:21]>C(#N)C.C(O)(=O)C.C(Cl)(Cl)Cl>[C:20](=[N:17][N:5]1[C:6]2[C:15]3[CH:14]=[CH:13][CH:12]=[CH:11][C:10]=3[N:9]=[CH:8][C:7]=2[N:16]=[C:4]1[CH2:1][CH2:2][CH3:3])([CH3:22])[CH3:21]. Reported procedure: A solution of 2-propyl-1H-imidazo[4,5-c]quinolin-1-amine (4.64 g, 20.5 mmol) in 60 mL of acetonitrile and 15 mL of glacial acetic acid was treated with 2,2-dimethoxypropane (12.6 mL, 103 mmol) and heated to 100° C. under an atmosphere of nitrogen. After 6 d, the reaction mixture was concentrated under reduced pressure to yield a brown oil. The oil was dissolved in 100 mL of CHCl3 and washed with 10% Na2CO3 (2×25 mL), water (25 mL), brine (25 mL), dried over Na2SO4, filtered and concentrated unde... Reactants: [Na] (sodium), ClC1=C2C(NC=N1)=NC=C2 (4-chloro-1H-pyrrolo[2,3-d]pyrimidine), C(C)#N (acetonitrile), ClC1=C(C=CC(=C1)Cl)CO[C@H]1[C@]([C@@H](OC)O[C@@H]1COCC1=C(C=C(C=C1)Cl)Cl)(O)C (3,5-Bis-O-(2,4-dichlorophenylmethyl)-2-C-methyl-1-O-methyl-α-D-ribofuranose), Br (HBr). Solvent: ClCCl (dichloromethane). Reaction conditions: temperature 0 celsius, time 1 hour. Yields the product ClC=1C2=C(N=CN1)N(C=C2)[C@H]2[C@](O)([C@H](OCC1=C(C=C(C=C1)Cl)Cl)[C@H](O2)COCC2=C(C=C(C=C2)Cl)Cl)C (4-Chloro-7-[3,5-bis-O-(2,4-dichlorophenylmethyl)-2-C-methyl-β-D-ribofuranosyl]-7H-pyrrolo[2,3-d]pyrimidine). RXN SMILES: [Cl:1][C:2]1[CH:7]=[C:6]([Cl:8])[CH:5]=[CH:4][C:3]=1[CH2:9][O:10][C@@H:11]1[C@@H:17]([CH2:18][O:19][CH2:20][C:21]2[CH:26]=[CH:25][C:24]([Cl:27])=[CH:23][C:22]=2[Cl:28])[O:16][C@H:13](OC)[C@:12]1([CH3:30])[OH:29].Br.[Na].[Cl:33][C:34]1[N:39]=[CH:38][NH:37][C:36]2=[N:40][CH:41]=[CH:42][C:35]=12.C(#N)C>ClCCl>[Cl:33][C:34]1[C:35]2[CH:42]=[CH:41][N:40]([C@@H:13]3[O:16][C@H:17]([CH2:18][O:19][CH2:20][C:21]4[CH:26]=[CH:25][C:24]([Cl:27])=[CH:23][C:22]=4[Cl:28])[C@@H:11]([O:10][CH2:9][C:3]4[CH:4]=[CH:5][C:6]([Cl:8])=[CH:7][C:2]=4[Cl:1])[C@@:12]3([CH3:30])[OH:29])[C:36]=2[N:37]=[CH:38][N:39]=1 |^1:31|. Procedure: To a solution of the compound from Step C (9.42 g, 19 mmol) in anhydrous dichloromethane (285 mL) at 0° C. was added HBr (5.7 M in acetic acid, 20 mL, 114 mmol) dropwise. The resulting solution was stirred at 0° C. for 1 h and then at rt for 3 h, evaporated in vacuo and co-evaporated with anhydrous toluene (3×40 mL). The oily residue was dissolved in anhydrous acetonitrile (50 mL) and added to a solution of sodium salt of 4-chloro-1H-pyrrolo[2,3-d]pyrimidine [for preparation, see J. Chem. Soc., ... Reactants: C(=O)(OCC1=CC=CC=C1)NC(COC1C(C(CC1C)C)(C)C)C (N-Cbz-1-(2-Aminopropoxy)-2,2,3,5-tetramethylcyclopentane), CO (CH3OH). The reagents and catalysts are [Pd] (Pd/C). The product is NC(COC1C(CCC1(C)C)(C)C)C (1-(2-amino-propoxy)-2,2,5,5-tetramethylcyclopentane). As a reaction SMILES: C([NH:11][CH:12]([CH3:24])[CH2:13][O:14][CH:15]1[CH:19]([CH3:20])[CH2:18][CH:17](C)[C:16]1([CH3:23])[CH3:22])(OCC1C=CC=CC=1)=O.[CH3:25]O>[Pd]>[NH2:11][CH:12]([CH3:24])[CH2:13][O:14][CH:15]1[C:16]([CH3:22])([CH3:23])[CH2:17][CH2:18][C:19]1([CH3:20])[CH3:25]. Procedure: N-Cbz-1-(2-Aminopropoxy)-2,2,3,5-tetramethylcyclopentane is dissolved in CH3OH and hydrogenated over 5% Pd/C in a Parr hydrogenation apparatus. When the reaction is complete the mixture is filtered through Celite and concnetrated to yield 1-(2-amino-propoxy)-2,2,5,5-tetramethylcyclopentane. Reactants: O=C([O-])[O-], COC(=O)c1cn(C)c2cc(Br)ccc12, CS(C)=O, Clc1cccc(Cl)c1-c1noc(C2CC2)c1COC1CCCNCC1, [Cl-], Cl, [Cu]I, [K+], [K+], [NH4+], O=C(O)C1CCCN1. Yields the product COC(=O)c1cn(C)c2cc(N3CCCC(OCc4c(-c5c(Cl)cccc5Cl)noc4C4CC4)CC3)ccc12. RXN SMILES: [C:50](=[O:51])([O-:52])[O-:53].[CH3:27][O:28][C:29](=[O:30])[c:31]1[cH:32][n:33]([CH3:41])[c:34]2[cH:35][c:36]([Br:40])[cH:37][cH:38][c:39]12.[CH3:58][S:59](=[O:60])[CH3:61].[CH:2]1([c:5]2[c:6]([CH2:18][O:19][CH:20]3[CH2:21][CH2:22][NH:23][CH2:24][CH2:25][CH2:26]3)[c:7](-[c:10]3[c:11]([Cl:17])[cH:12][cH:13][cH:14][c:15]3[Cl:16])[n:8][o:9]2)[CH2:3][CH2:4]1.[Cl-:56].[ClH:1].[Cu:62][I:63].[K+:54].[K+:55].[NH4+:57].[NH:42]1[CH2:43][CH2:44][CH2:45][CH:46]1[C:47]([OH:48])=[O:49]>>[CH:2]1([c:5]2[c:6]([CH2:18][O:19][CH:20]3[CH2:21][CH2:22][N:23]([c:36]4[cH:35][c:34]5[n:33]([CH3:41])[cH:32][c:31]([C:29]([O:28][CH3:27])=[O:30])[c:39]5[cH:38][cH:37]4)[CH2:24][CH2:25][CH2:26]3)[c:7](-[c:10]3[c:11]([Cl:17])[cH:12][cH:13][cH:14][c:15]3[Cl:16])[n:8][o:9]2)[CH2:3][CH2:4]1.